From a dataset of the Open Reaction Database (ORD), a public repository of structured organic reaction records. describe an organic reaction: reactants, conditions, products, and yield Reactants: C1CCOC1, CC(C)NC(C)C, Nc1cccnc1Cl, CI, [Li]. Product: CNc1cccnc1Cl. Reaction SMILES: [CH2:19]1[O:20][CH2:21][CH2:22][CH2:23]1.[CH:9]([NH:10][CH:11]([CH3:12])[CH3:13])([CH3:14])[CH3:15].[Cl:1][c:2]1[n:3][cH:4][cH:5][cH:6][c:7]1[NH2:8].[I:17][CH3:18].[Li:16]>>[Cl:1][c:2]1[n:3][cH:4][cH:5][cH:6][c:7]1[NH:8][CH3:9].